Dataset: the Open Reaction Database (ORD), a public repository of structured organic reaction records. Task: describe an organic reaction: reactants, conditions, products, and yield Reactants: FC1=CC=C2CC(NC2=C1)=O (6-fluorooxindole), [H-].[Na+] (sodium hydride), CN(C)C=O (DMF), ClC1=NC=NC2=CC(=C(C=C12)OC)OC (4-chloro-6,7-dimethoxyquinazoline). Run in C1CCOC1 (THF). Conditions: time 20 minute. Product: COC=1C=C2C(=NC=NC2=CC1OC)C1C(NC2=CC(=CC=C12)F)=O (6,7-dimethoxy4-(6-fluorooxindol-3-yl)quinazoline). Isolated yield 80.8%. As a reaction SMILES: [F:1][C:2]1[CH:10]=[C:9]2[C:5]([CH2:6][C:7](=[O:11])[NH:8]2)=[CH:4][CH:3]=1.[H-].[Na+].Cl[C:15]1[C:24]2[C:19](=[CH:20][C:21]([O:27][CH3:28])=[C:22]([O:25][CH3:26])[CH:23]=2)[N:18]=[CH:17][N:16]=1.CN(C=O)C>C1COCC1>[CH3:26][O:25][C:22]1[CH:23]=[C:24]2[C:19](=[CH:20][C:21]=1[O:27][CH3:28])[N:18]=[CH:17][N:16]=[C:15]2[CH:6]1[C:5]2[C:9](=[CH:10][C:2]([F:1])=[CH:3][CH:4]=2)[NH:8][C:7]1=[O:11] |f:1.2|. Reported procedure: A solution of 6-fluorooxindole (264 mg, 1.75 mmol), (prepared according to Synthesis 1993, 51), in THF (3 ml) was added dropwise under nitrogen to sodium hydride (42 mg, 1.75 mmol, pre-washed with hexane). After stirring the resulting mixture for 20 minutes at ambient temperature, 4-chloro-6,7-dimethoxyquinazoline (210 mg, 0.93 mmol), (prepared as described for the starting material in Example 1), was added as a solid, followed by DMF (4 ml). The reaction mixture was then heated at 85° C. for 1 ... Reactants: C1CCOC1, CCCCCC, O=C1CCN(CC=Cc2ccc(Cl)cc2)CC1, CC(C)(C)C(=O)Nc1ccc(Cl)cc1, Cl, O. The product is CC(C)(C)C(=O)Nc1ccc(Cl)cc1C1(O)CCN(CC=Cc2ccc(Cl)cc2)CC1. RXN SMILES: [CH2:40]1[O:41][CH2:42][CH2:43][CH2:44]1.[CH3:34][CH2:35][CH2:36][CH2:37][CH2:38][CH3:39].[Cl:15][c:16]1[cH:17][cH:18][c:19]([CH:22]=[CH:23][CH2:24][N:25]2[CH2:26][CH2:27][C:28](=[O:31])[CH2:29][CH2:30]2)[cH:20][cH:21]1.[Cl:1][c:2]1[cH:3][cH:4][c:5]([NH:8][C:9]([C:10]([CH3:11])([CH3:12])[CH3:13])=[O:14])[cH:6][cH:7]1.[ClH:33].[OH2:32]>>[Cl:1][c:2]1[cH:3][cH:4][c:5]([NH:8][C:9]([C:10]([CH3:11])([CH3:12])[CH3:13])=[O:14])[c:6]([C:28]2([OH:31])[CH2:27][CH2:26][N:25]([CH2:24][CH:23]=[CH:22][c:19]3[cH:18][cH:17][c:16]([Cl:15])[cH:21][cH:20]3)[CH2:30][CH2:29]2)[cH:7]1. Starting materials: Cl (HCl), CC(C#N)C(C)=O (2-Methyl-3-keto-butyronitrile), Cl (hydrochloride), C(C)O (ethanol), CNN (methylhydrazine). Run in O (H2O), isopropyl alcohol. HCl. Yields the product Cl.NC1=C(C(=NN1C)C)C (5-Amino-1,3,4-trimethyl pyrazole hydrochloride). RXN SMILES: [CH3:1][CH:2]([C:5](=O)[CH3:6])[C:3]#[N:4].C(O)C.[CH3:11][NH:12][NH2:13].[ClH:14]>O>[ClH:14].[NH2:4][C:3]1[N:12]([CH3:11])[N:13]=[C:5]([CH3:6])[C:2]=1[CH3:1] |f:5.6|. Reported procedure: 2-Methyl-3-keto-butyronitrile (J. Am. Chem. Soc. 79, 723, 1957) (25.25 g.) in 120 ml. ethanol was treated with 15 g. methylhydrazine while cooling. The solution was refluxed 3 hours then concentrated in vacuum, benzene added and the solution concentrated again. Ether was added to give 29.12 g. mp 70-106 of base (contained H2O). This was converted to the hydrochloride with HCl in isopropyl alcohol. HCl had mp 286°-288°. As a reaction SMILES: [NH2:1][CH2:2][C:3]1[CH:8]=[CH:7][CH:6]=[CH:5][N:4]=1.ClC[C:11]([N:13](C(C)C)C(C)C)=[O:12].C(N(C(C)C)CC)(C)C.C(COC)[O:30]C>>[N:4]1[CH:5]=[CH:6][CH:7]=[C:8]([C:11]([NH2:13])=[O:12])[C:3]=1[C:2]([NH2:1])=[O:30]. Procedure details: Pyridine diamide 7 was prepared according to the general procedure described in Example 8 using 2-(aminomethyl)pyridine (0.013 mol), 2-chloro-N,N-diisopropylacetamide (0.038 mol), diisopropylethylamine (0.038 mol) and dimethoxyethane (25 mL). The product was isolated from both the methylene chloride extraction of the acidic aqueous layer and the heptane extraction of the basic layer in about equal amounts. Mass spectral analysis of the two layers showed the material in the heptane layer to be of... The product is N1=C(C(=CC=C1)C(=O)N)C(=O)N (Pyridine diamide), product. Starting materials: C(C)(C)N(CC)C(C)C (diisopropylethylamine), C(OC)COC (dimethoxyethane), NCC1=NC=CC=C1 (2-(aminomethyl)pyridine), ClCC(=O)N(C(C)C)C(C)C (2-chloro-N,N-diisopropylacetamide). Starting materials: FC=1C=C(C=O)C=CC1 (meta-fluorobenzaldehyde), [OH-].[K+] (potassium hydroxide), C(CC)(=O)OC(CC)=O (propionic anhydride), C(CC)(=O)[O-].[Na+] (sodium propionate). The solvent is 1. The product is CC(C(=O)O)=CC1=CC(=CC=C1)F (α-methyl-3-fluorocinnamic acid). Isolated yield 71.5%. Reaction SMILES: [F:1][C:2]1[CH:3]=[C:4]([CH:7]=[CH:8][CH:9]=1)[CH:5]=O.[C:10]([O:14]C(=O)CC)(=[O:13])[CH2:11][CH3:12].C([O-])(=O)CC.[Na+].[OH-].[K+]>>[CH3:12][C:11](=[CH:5][C:4]1[CH:7]=[CH:8][CH:9]=[C:2]([F:1])[CH:3]=1)[C:10]([OH:14])=[O:13] |f:2.3,4.5|. Reported procedure: A mixture of 49.6 g. (0.4 mole) of meta-fluorobenzaldehyde, 66 ml. (0.51 mole) of propionic anhydride and 38.4 g. (0.4 mole) of sodium propionate were heated at 135°C for 19 hours. The reaction was cooled and to it was added a liter of 1 normal potassium hydroxide and the mixture was extracted with ether. The aqueous phase was freed of residual ether and acidified to pH 2 with hydrochloric acid. The product which crystallized was filtered and dried to give 51.5 grams of α-methyl-3-fluorocinnamic... Reaction SMILES: Br[C:2]1[CH:7]=[CH:6][C:5]([CH2:8][CH:9]([CH3:11])[CH3:10])=[CH:4][CH:3]=1.[Mg].[CH2:13]([C:17]1[CH:22]=[CH:21][C:20]([Mg]Br)=[CH:19][CH:18]=1)[CH:14]([CH3:16])[CH3:15].[Cl-].[Zn+2:26].[Cl-]>C1C=CC=CC=1.C1COCC1>[CH2:8]([C:5]1[CH:6]=[CH:7][C:2]([Zn:26][C:20]2[CH:21]=[CH:22][C:17]([CH2:13][CH:14]([CH3:16])[CH3:15])=[CH:18][CH:19]=2)=[CH:3][CH:4]=1)[CH:9]([CH3:11])[CH3:10] |f:3.4.5|. Reactants: BrC1=CC=C(C=C1)CC(C)C (p-bromoisobutylbenzene), [Mg] (magnesium), C(C(C)C)C1=CC=C(C=C1)[Mg]Br (p-isobutylphenyl magnesium bromide), [Cl-].[Zn+2].[Cl-] (zinc chloride). Product: C(C(C)C)C1=CC=C(C=C1)[Zn]C1=CC=C(C=C1)CC(C)C (di-(p-isobutylphenyl) zinc). Solvent: C1=CC=CC=C1 (benzene), C1CCOC1 (THF). Procedure: Under a nitrogen atmosphere, a solution of 10.2 g of p-bromoisobutylbenzene in 30 ml of benzene was added dropwise slowly to 1.2 g of magnesium turnings in 20 ml of THF at the refluxing temperature. To the resulting p-isobutylphenyl magnesium bromide solution was added 3.14 g of anhydrous zinc chloride in an atmosphere of nitrogen. When the temperature of the resulting mixture was maintained at 25° to 30° C. for 1 hour, a solution of di-(p-isobutylphenyl) zinc formed.